This data is from the Open Reaction Database (ORD), a public repository of structured organic reaction records. The task is: describe an organic reaction: reactants, conditions, products, and yield The reactants are C(C)(C)N([C@H]1CN(CCC1)C(=O)OC(C)(C)C)C(=O)C=1C(=CC2=C(N(C(C3(CCC3)S2)=O)CCNC(CC)=O)C1)C (tert-butyl (3R)-3-[isopropyl({7-methyl-3-oxo-4-[2-(propionylamino)ethyl]-3,4-dihydrospiro[1,4-benzothiazine-2,1′-cyclobutan]-6-yl}carbonyl)amino]piperidine-1-carboxylate), CO (methanol), Cl.O1CCOCC1 (hydrochloric acid dioxane). Run in C(Cl)(Cl)Cl (chloroform). Run at time 1 hour. Yields the product Cl.C(C)(C)N(C(=O)C=1C(=CC2=C(N(C(C3(CCC3)S2)=O)CCNC(CC)=O)C1)C)[C@H]1CNCCC1 (N-Isopropyl-7-methyl-3-oxo-N-[(3R)-piperidin-3-yl]-4-[2-(propionylamino)ethyl]-3,4-dihydrospiro-[1,4-benzothiazine-2,1′-cyclobutane]-6-carboxamide hydrochloride). As a reaction SMILES: [CH:1]([N:4]([C:18]([C:20]1[C:21]([CH3:41])=[CH:22][C:23]2[S:31][C:27]3([CH2:30][CH2:29][CH2:28]3)[C:26](=[O:32])[N:25]([CH2:33][CH2:34][NH:35][C:36](=[O:39])[CH2:37][CH3:38])[C:24]=2[CH:40]=1)=[O:19])[C@@H:5]1[CH2:10][CH2:9][CH2:8][N:7](C(OC(C)(C)C)=O)[CH2:6]1)([CH3:3])[CH3:2].CO.[ClH:44].O1CCOCC1>C(Cl)(Cl)Cl>[ClH:44].[CH:1]([N:4]([C@@H:5]1[CH2:10][CH2:9][CH2:8][NH:7][CH2:6]1)[C:18]([C:20]1[C:21]([CH3:41])=[CH:22][C:23]2[S:31][C:27]3([CH2:28][CH2:29][CH2:30]3)[C:26](=[O:32])[N:25]([CH2:33][CH2:34][NH:35][C:36](=[O:39])[CH2:37][CH3:38])[C:24]=2[CH:40]=1)=[O:19])([CH3:2])[CH3:3] |f:2.3,5.6|. Procedure: To a solution of tert-butyl (3R)-3-[isopropyl({7-methyl-3-oxo-4-[2-(propionylamino)ethyl]-3,4-dihydrospiro[1,4-benzothiazine-2,1′-cyclobutan]-6-yl}carbonyl)amino]piperidine-1-carboxylate (2.5 g) in chloroform (7 ml)-methanol (15 ml) was added a 4N hydrochloric acid/dioxane solution (21 ml), and the mixture was stirred at room temperature for one hour. The mixture was concentrated under reduced pressure to give the title compound (2.2 g). Starting materials: C=1(C(=CC=CC1)C(=O)N1C(CCC(C1)=O)CNC(=O)C=1C=CC=C2C=CC=NC12)C1=CC=CC=C1 (N-((1-(biphenylcarbonyl)-5-oxopiperidin-2-yl)methyl)quinoline-8-carboxamide), C(C1=CC=CC=C1)N (benzyl amine). Product: C(C1=CC=CC=C1)NC1CCC(N(C1)C(=O)C=1C(=CC=CC1)C1=CC=CC=C1)CNC(=O)C=1C=CC=C2C=CC=NC12 (N-((5-(Benzylamino)-1-(biphenylcarbonyl)piperidin-2-yl)methyl)quinoline-8-carboxamide). RXN SMILES: [C:1]1([C:30]2[CH:35]=[CH:34][CH:33]=[CH:32][CH:31]=2)[C:2]([C:7]([N:9]2[CH2:14][C:13](=O)[CH2:12][CH2:11][CH:10]2[CH2:16][NH:17][C:18]([C:20]2[CH:21]=[CH:22][CH:23]=[C:24]3[C:29]=2[N:28]=[CH:27][CH:26]=[CH:25]3)=[O:19])=[O:8])=[CH:3][CH:4]=[CH:5][CH:6]=1.[CH2:36]([NH2:43])[C:37]1[CH:42]=[CH:41][CH:40]=[CH:39][CH:38]=1>>[CH2:36]([NH:43][CH:13]1[CH2:14][N:9]([C:7]([C:2]2[C:1]([C:30]3[CH:31]=[CH:32][CH:33]=[CH:34][CH:35]=3)=[CH:6][CH:5]=[CH:4][CH:3]=2)=[O:8])[CH:10]([CH2:16][NH:17][C:18]([C:20]2[CH:21]=[CH:22][CH:23]=[C:24]3[C:29]=2[N:28]=[CH:27][CH:26]=[CH:25]3)=[O:19])[CH2:11][CH2:12]1)[C:37]1[CH:42]=[CH:41][CH:40]=[CH:39][CH:38]=1. Procedure: N-((5-(Benzylamino)-1-(biphenylcarbonyl)piperidin-2-yl)methyl)quinoline-8-carboxamide was prepared according general procedure N using N-((1-(biphenylcarbonyl)-5-oxopiperidin-2-yl)methyl)quinoline-8-carboxamide and benzyl amine. (ESI) 555 (M+H). Starting materials: [H-].[Na+] (NaH), C(CC#CCCCCCCCC)O (dodec-3-yn-1-ol). The solvent is C(CN)N (ethylenediamine). Reaction conditions: temperature 70 celsius, time 1 hour. The product is C(CCCCCCCCC#CC)O (dodec-10-yn-1-ol). Yield: 73.9%. As a reaction SMILES: [H-].[Na+].[CH2:3]([OH:15])[CH2:4][C:5]#[C:6][CH2:7][CH2:8][CH2:9][CH2:10][CH2:11][CH2:12][CH2:13][CH3:14]>C(N)CN>[CH2:3]([OH:15])[CH2:4][CH2:5][CH2:6][CH2:7][CH2:8][CH2:9][CH2:10][CH2:11][C:12]#[C:13][CH3:14] |f:0.1|. Procedure details: NaH (7.5 g, 60% oil dispersion, 326 mmol) was added portionwise to a stirring, 0° C. solution of dodec-3-yn-1-ol (10.0 g, 54.95 mmol; GF Smith) in ethylenediamine (40 mL). After 1 h, the temperature was raised to 70° C. After another 8 h, the reaction mixture was cooled to 0° C., carefully quenched with ice cold water (100 mL), and extracted with ether (3×60 mL). The combined ethereal extracts were washed with water (100 mL). The aqueous wash was back extracted with ether (3×60 mL). The combined... Procedure details: 1-Benzyl-3-(4-chloro-phenyl)-1,4,6,7-tetrahydro-indazol-5-one oxime. A solution of 3.87 g of the compound from step G in 80 mL of THF with 5 mL of 1 M HCl was heated at reflux for 16 h. The volatiles were removed in vacuo and water was added (300 mL). The mixture was adjusted to pH 9 by the addition of 1 M NaOH and then was extracted with CH2Cl2. The combined extracts were washed with brine and the solvent was removed in vacuo to provide 1-benzyl-3-(4-chloro-phenyl)-1,4,6,7-tetrahydro-indazol-5-... Yields the product C(C1=CC=CC=C1)N1N=C(C=2CC(CCC12)=O)C1=CC=C(C=C1)Cl (1-benzyl-3-(4-chloro-phenyl)-1,4,6,7-tetrahydro-indazol-5-one). RXN SMILES: C(N1C2CCC(=N[OH:18])CC=2C(C2C=CC(Cl)=CC=2)=N1)C1C=CC=CC=1.[CH2:26]([N:33]1[C:42]2[CH2:41][CH2:40]N[CH2:38][CH2:37][C:36]=2[C:35]([C:43]2[CH:48]=[CH:47][C:46]([Cl:49])=[CH:45][CH:44]=2)=[N:34]1)[C:27]1[CH:32]=[CH:31][CH:30]=[CH:29][CH:28]=1.Cl>C1COCC1>[CH2:26]([N:33]1[C:42]2[CH2:41][CH2:40][C:38](=[O:18])[CH2:37][C:36]=2[C:35]([C:43]2[CH:48]=[CH:47][C:46]([Cl:49])=[CH:45][CH:44]=2)=[N:34]1)[C:27]1[CH:32]=[CH:31][CH:30]=[CH:29][CH:28]=1. The reactants are C(C1=CC=CC=C1)N1N=C(C=2CC(CCC12)=NO)C1=CC=C(C=C1)Cl (1-Benzyl-3-(4-chloro-phenyl)-1,4,6,7-tetrahydro-indazol-5-one oxime), C(C1=CC=CC=C1)N1N=C(C=2CCNCCC12)C1=CC=C(C=C1)Cl (1-Benzyl-3-(4-chloro-phenyl)-1,4,5,6,7,8-hexahydro-1,2,6-triaza-azulene), Cl (HCl). Solvent: C1CCOC1 (THF). Reactants: [Cl-].C(CCC)[N+]1=CN(C=C1)C (1-n-butyl-3-methylimidazolium chloride), S(=O)(=O)(OCCCCCCCCCCCC)[O-].[Na+] (sodium lauryl sulfate). Run in O (water). The product is C(CCCCCCCCCCC)OS(=O)(=O)[O-].C(CCC)[N+]1=CN(C=C1)C (1-n-Butyl-3-methylimidazolium Lauryl Sulfate). Yield: 94.2%. As a reaction SMILES: [Cl-].[CH2:2]([N+:6]1[CH:10]=[CH:9][N:8]([CH3:11])[CH:7]=1)[CH2:3][CH2:4][CH3:5].[S:12]([O-:28])([O:15][CH2:16][CH2:17][CH2:18][CH2:19][CH2:20][CH2:21][CH2:22][CH2:23][CH2:24][CH2:25][CH2:26][CH3:27])(=[O:14])=[O:13].[Na+]>O>[CH2:16]([O:15][S:12]([O-:28])(=[O:14])=[O:13])[CH2:17][CH2:18][CH2:19][CH2:20][CH2:21][CH2:22][CH2:23][CH2:24][CH2:25][CH2:26][CH3:27].[CH2:2]([N+:6]1[CH:10]=[CH:9][N:8]([CH3:11])[CH:7]=1)[CH2:3][CH2:4][CH3:5] |f:0.1,2.3,5.6|. Procedure: 15.30 g (87.6 mmole) of 1-n-butyl-3-methylimidazolium chloride (BMIM Cl) and 26.60 g (minimum 87.6 mmole) of sodium lauryl sulfate (technical grade, content 95-99%) are dissolved in 50 ml of hot water. The water is slowly removed under vacuum. The solid formed is filtered off after adding methylene chloride to the batch. The filtrate is washed with water until the aqueous phase is colourless and free from chloride. The organic phase is dried over Na2SO4. Concentrating and drying under a high vac... Reactants: COCC1=CC=C(C=N1)OC=1C=C2C=C(NC2=C(C1)OC1CCOCC1)C(=O)OCC (ethyl 5-{[6-(methoxymethyl)pyridin-3-yl]oxy}-7-(tetrahydro-2H-pyran-4-yloxy)-1H-indole-2-carboxylate), [OH-].[Na+] (sodium hydroxide). Solvent: C(C)O (ethanol), O1CCCC1 (tetrahydrofuran). Conditions: time 15 hour. The product is COCC1=CC=C(C=N1)OC=1C=C2C=C(NC2=C(C1)OC1CCOCC1)C(=O)O (5-{[6-(Methoxymethyl)pyridin-3-yl]oxy}-7-(tetrahydro-2H-pyran-4-yloxy)-1H-indole-2-carboxylic acid). Yield: 59.1%. As a reaction SMILES: [CH3:1][O:2][CH2:3][C:4]1[N:9]=[CH:8][C:7]([O:10][C:11]2[CH:12]=[C:13]3[C:17](=[C:18]([O:20][CH:21]4[CH2:26][CH2:25][O:24][CH2:23][CH2:22]4)[CH:19]=2)[NH:16][C:15]([C:27]([O:29]CC)=[O:28])=[CH:14]3)=[CH:6][CH:5]=1.[OH-].[Na+]>C(O)C.O1CCCC1>[CH3:1][O:2][CH2:3][C:4]1[N:9]=[CH:8][C:7]([O:10][C:11]2[CH:12]=[C:13]3[C:17](=[C:18]([O:20][CH:21]4[CH2:26][CH2:25][O:24][CH2:23][CH2:22]4)[CH:19]=2)[NH:16][C:15]([C:27]([OH:29])=[O:28])=[CH:14]3)=[CH:6][CH:5]=1 |f:1.2|. Reported procedure: To a solution of ethyl 5-{[6-(methoxymethyl)pyridin-3-yl]oxy}-7-(tetrahydro-2H-pyran-4-yloxy)-1H-indole-2-carboxylate (5.8 g) in ethanol (100 mL) and tetrahydrofuran (100 mL) was added 1N aqueous sodium hydroxide solution (27 mL), and the mixture was stirred at room temperature for 15 hr. The reaction mixture was concentrated, 1N hydrochloric acid (27 mL) was added, and the mixture was extracted with ethyl acetate. The organic layer was washed with saturated brine, dried over magnesium sulfate, ... The reactants are CCN(C(C)=O)c1ccc(CCCl)cc1C, Cl, c1ccc2c(N3CCNCC3)n[nH]c2c1. The product is CCN(C(C)=O)c1ccc(CCN2CCN(c3n[nH]c4ccccc34)CC2)cc1C, Cl. As a reaction SMILES: [Cl:1][CH2:2][CH2:3][c:4]1[cH:5][c:6]([CH3:16])[c:7]([N:10]([C:11]([CH3:12])=[O:13])[CH2:14][CH3:15])[cH:8][cH:9]1.[ClH:17].[N:18]1([c:24]2[n:25][nH:26][c:27]3[cH:28][cH:29][cH:30][cH:31][c:32]23)[CH2:19][CH2:20][NH:21][CH2:22][CH2:23]1>>[CH2:2]([CH2:3][c:4]1[cH:5][c:6]([CH3:16])[c:7]([N:10]([C:11]([CH3:12])=[O:13])[CH2:14][CH3:15])[cH:8][cH:9]1)[N:21]1[CH2:20][CH2:19][N:18]([c:24]2[n:25][nH:26][c:27]3[cH:28][cH:29][cH:30][cH:31][c:32]23)[CH2:23][CH2:22]1.[ClH:1]. Starting materials: ClC1=C(C(=O)N[C@@H](CNC(=O)C=2SC=CC2)C(=O)O)C=CC(=C1)C(=O)NCC1=CC(=CC=C1)O (N-[2-chloro-4-[[[(3-hydroxyphenyl)methyl]amino]carbonyl]benzoyl]-3-(thiophene-2-carbonyl)amino-L-alanine), C([O-])([O-])=O.[K+].[K+] (potassium carbonate), [I-].[K+] (potassium iodide), C(OCCl)(OCC)=O (chloromethyl ethyl carbonate). Solvent: CN(C=O)C (N,N-dimethylformamide). Reaction conditions: temperature 60 celsius. Yields the product ClC1=C(C(=O)N[C@@H](CNC(=O)C=2SC=CC2)C(=O)OCOC(=O)OCC)C=CC(=C1)C(=O)NCC1=CC(=CC=C1)O (N-[2-chloro-4-[[[(3-hydroxyphenyl)methyl]amino]carbonyl]benzoyl]-3-(thiophene-2-carbonyl)amino-L-alanine, [(ethoxycarbonyl)oxy]methyl ester). As a reaction SMILES: [Cl:1][C:2]1[CH:23]=[C:22]([C:24]([NH:26][CH2:27][C:28]2[CH:33]=[CH:32][CH:31]=[C:30]([OH:34])[CH:29]=2)=[O:25])[CH:21]=[CH:20][C:3]=1[C:4]([NH:6][C@H:7]([C:17]([OH:19])=[O:18])[CH2:8][NH:9][C:10]([C:12]1[S:13][CH:14]=[CH:15][CH:16]=1)=[O:11])=[O:5].C(=O)([O-])[O-].[K+].[K+].[I-].[K+].[C:43](=[O:50])([O:47][CH2:48][CH3:49])[O:44][CH2:45]Cl>CN(C)C=O>[Cl:1][C:2]1[CH:23]=[C:22]([C:24]([NH:26][CH2:27][C:28]2[CH:33]=[CH:32][CH:31]=[C:30]([OH:34])[CH:29]=2)=[O:25])[CH:21]=[CH:20][C:3]=1[C:4]([NH:6][C@H:7]([C:17]([O:19][CH2:45][O:44][C:43]([O:47][CH2:48][CH3:49])=[O:50])=[O:18])[CH2:8][NH:9][C:10]([C:12]1[S:13][CH:14]=[CH:15][CH:16]=1)=[O:11])=[O:5] |f:1.2.3,4.5|. Reported procedure: A mixture of N-[2-chloro-4-[[[(3-hydroxyphenyl)methyl]amino]carbonyl]benzoyl]-3-(thiophene-2-carbonyl)amino-L-alanine (Example 303; 1 mmol), potassium carbonate (1.1 mmol), potassium iodide (0.2 mmol), and chloromethyl ethyl carbonate (which is prepared according to Boehme, H. et al. Synthesis 1971, 588-590; 1.1 mmol) in N,N-dimethylformamide (10 mL) is heated at 60° C. for 3 h. The reaction mixture is concentrated to remove N,N-dimethylformamide. Water (50 mL) is added and the mixture is extrac... The reactants are CCN(C(C)C)C(C)C (DIPEA), C(=O)(OC(C)(C)C)N([C@@H]1[C@H]([C@H]([C@@H](C1)N1C2=NC(=NC(=C2N=C1)Cl)Cl)O)O)C(=O)OC(C)(C)C ((1S,2R,3S,5R)-3-(Di-Boc-amino)-5-(2,6-dichloro-purin-9-yl)-cyclopentane-1,2-diol), C1(=CC=CC=C1)C(CN)C1=CC=CC=C1 (2,2-diphenylethylamine). The solvent is C1CCOC1 (THF). Conditions: temperature 50 celsius, time 18 hour. Yields the product ClC1=NC(=C2N=CN(C2=N1)[C@H]1C=C[C@H](C1)N(C(=O)OC(C)(C)C)C(=O)OC(C)(C)C)NCC(C1=CC=CC=C1)C1=CC=CC=C1 ({2-Chloro-9-[(1R,4S)-4-(di-Boc-amino)-cyclopent-2-enyl]-9H-purin-6-yl}-(2,2-diphenyl-ethyl)-amine). As a reaction SMILES: [C:1]([N:8]([C:27]([O:29][C:30]([CH3:33])([CH3:32])[CH3:31])=[O:28])[C@H:9]1[CH2:13][C@@H:12]([N:14]2[CH:22]=[N:21][C:20]3[C:15]2=[N:16][C:17]([Cl:24])=[N:18][C:19]=3Cl)[C@H:11](O)[C@@H:10]1O)([O:3][C:4]([CH3:7])([CH3:6])[CH3:5])=[O:2].CCN(C(C)C)C(C)C.[C:43]1([CH:49]([C:52]2[CH:57]=[CH:56][CH:55]=[CH:54][CH:53]=2)[CH2:50][NH2:51])[CH:48]=[CH:47][CH:46]=[CH:45][CH:44]=1>C1COCC1>[Cl:24][C:17]1[N:16]=[C:15]2[C:20]([N:21]=[CH:22][N:14]2[C@@H:12]2[CH2:13][C@H:9]([N:8]([C:27]([O:29][C:30]([CH3:32])([CH3:33])[CH3:31])=[O:28])[C:1]([O:3][C:4]([CH3:5])([CH3:7])[CH3:6])=[O:2])[CH:10]=[CH:11]2)=[C:19]([NH:51][CH2:50][CH:49]([C:43]2[CH:48]=[CH:47][CH:46]=[CH:45][CH:44]=2)[C:52]2[CH:57]=[CH:56][CH:55]=[CH:54][CH:53]=2)[N:18]=1. Procedure details: (1S,2R,3S,5R)-3-(Di-Boc-amino)-5-(2,6-dichloro-purin-9-yl)-cyclopentane-1,2-diol (13.0 g, 27.66 mmol) is dissolved in THF (250 mL) under an atmosphere of argon. DIPEA (4.28 g, 33.19 mmol) is added followed by 2,2-diphenylethylamine (6.0 g, 30.43 mmol) and the reaction mixture is stirred at 50° C. The reaction is shown to be complete by LCMS after 18 hours. The solvent is removed in vacuo and the reaction mixture is partitioned between DCM (250 mL) and 0.1 M HCl (250 mL). The organic layer is was... Reactants: CCN(C(C)C)C(C)C, C1CNCCN1, CCOC(C)=O, O=C(O)c1cc(S(=O)(=O)F)ccc1Cl, CCOC(=O)N1CCNCC1, O=S(=O)(F)F. Product: CCOC(=O)N1CCN(S(=O)(=O)c2ccc(Cl)c(C(=O)O)c2)CC1. RXN SMILES: [CH2:26]([N:27]([CH:28]([CH3:29])[CH3:30])[CH:31]([CH3:32])[CH3:33])[CH3:34].[CH2:35]1[NH:36][CH2:37][CH2:38][NH:39][CH2:40]1.[CH3:46][CH2:47][O:48][C:49](=[O:50])[CH3:51].[Cl:1][c:2]1[c:3]([C:4](=[O:5])[OH:6])[cH:7][c:8]([S:11](=[O:12])(=[O:13])[F:14])[cH:9][cH:10]1.[N:15]1([C:21](=[O:22])[O:23][CH2:24][CH3:25])[CH2:16][CH2:17][NH:18][CH2:19][CH2:20]1.[S:41]([F:42])([F:43])(=[O:44])=[O:45]>>[Cl:1][c:2]1[c:3]([C:4](=[O:5])[OH:6])[cH:7][c:8]([S:11](=[O:12])(=[O:13])[N:18]2[CH2:17][CH2:16][N:15]([C:21](=[O:22])[O:23][CH2:24][CH3:25])[CH2:20][CH2:19]2)[cH:9][cH:10]1.